This data is from the Open Reaction Database (ORD), a public repository of structured organic reaction records. The task is: describe an organic reaction: reactants, conditions, products, and yield Starting materials: C(C1=CC=CC=C1)OC(=O)CCOP(=O)(OCC)CN1C(C(C1S(=O)(=O)C)N=[N+]=[N-])=O (1-(Benzyloxycarbonyldiethylphosphono)methyl-3-azido-4-methylsulfonyl-2-azetidinone), C(C)(=O)Cl (acetyl chloride). Reaction conditions: time 10 minute. Yields the product C(C1=CC=CC=C1)OC(=O)CCOP(=O)(OCC)CN1C(C(C1Cl)N=[N+]=[N-])=O (1-(benzyloxycarbonyldiethylphosphono)methyl-3-azido-4-chloro-2-azetidinone). RXN SMILES: [CH2:1]([O:8][C:9]([CH2:11][CH2:12][O:13][P:14]([CH2:19][N:20]1[CH:23](S(C)(=O)=O)[CH:22]([N:28]=[N+:29]=[N-:30])[C:21]1=[O:31])([O:16][CH2:17][CH3:18])=[O:15])=[O:10])[C:2]1[CH:7]=[CH:6][CH:5]=[CH:4][CH:3]=1.C([Cl:35])(=O)C>>[CH2:1]([O:8][C:9]([CH2:11][CH2:12][O:13][P:14]([CH2:19][N:20]1[CH:23]([Cl:35])[CH:22]([N:28]=[N+:29]=[N-:30])[C:21]1=[O:31])([O:16][CH2:17][CH3:18])=[O:15])=[O:10])[C:2]1[CH:7]=[CH:6][CH:5]=[CH:4][CH:3]=1. Procedure details: 1-(Benzyloxycarbonyldiethylphosphono)methyl-3-azido-4-methylsulfonyl-2-azetidinone (0.446 g.) is dissolved in acetyl chloride (5 ml.). The mixture is allowed to stand for 10 minutes and the acetyl chloride is removed under reduced pressured to afford 1-(benzyloxycarbonyldiethylphosphono)methyl-3-azido-4-chloro-2-azetidinone. The reactants are C(#N)C1(CC1)C=1C=C(C(=O)OC)C=CC1 (methyl 3-(1-cyanocyclopropyl)benzoate), [OH-].[Li+] (lithium hydroxide). Run in C1CCOC1.CO.O (THF MeOH H2O), O (water). Conditions: time 8 hour. Product: C(#N)C1(CC1)C=1C=C(C(=O)O)C=CC1 (3-(1-cyanocyclopropyl)benzoic acid). Yield: 82.0%. RXN SMILES: [C:1]([C:3]1([C:6]2[CH:7]=[C:8]([CH:13]=[CH:14][CH:15]=2)[C:9]([O:11]C)=[O:10])[CH2:5][CH2:4]1)#[N:2].[OH-].[Li+]>C1COCC1.CO.O.O>[C:1]([C:3]1([C:6]2[CH:7]=[C:8]([CH:13]=[CH:14][CH:15]=2)[C:9]([OH:11])=[O:10])[CH2:4][CH2:5]1)#[N:2] |f:1.2,3.4.5|. Procedure: A solution of 33 (1.56 g, 7.75 mmol) in 25 mL of THF/MeOH/H2O (3/1/1) was added lithium hydroxide (613 mg, 25.6 mmol) in water (5 mL). The mixture was stirred overnight at rt. Concentrated in vacuo and the resulting solution was acidified with 1N HCl (until pH=1). The resulting precipitate was collected and washed with water and dried to give 3-(1-cyanocyclopropyl)benzoic acid 34 (1.19 g, 82%). NMR (400 MHz, CDCl3) 1.49 (m, 2H), 1.81 (m, 2H), 7.50 (t, J=7.8 Hz, 1H), 7.67 (m, 1H), 7.94 (m, 1H), 8... As a reaction SMILES: [OH:1][CH2:2][C:3]1([CH2:10][CH2:9][CH2:8][CH2:7][CH2:6]1)[CH:4]=[O:5].O.CO.O>CO>[CH2:2]([OH:1])[CH:3]1[CH2:10][CH2:9][CH2:8][CH2:7][CH2:6]1.[OH:5][CH2:4][C:3]1([CH2:10][CH2:9][CH2:8][CH2:7][CH2:6]1)[CH:2]=[O:1].[OH:1][CH2:2][C:3]1([CH2:4][OH:5])[CH2:10][CH2:9][CH2:8][CH2:7][CH2:6]1 |f:1.2|. Procedure: Using the method described in Example 1(b), 1.4 parts per hour of a 60 percent strength by weight solution of 1-hydroxymethyl-hexahydro-benzaldehyde in a 1:1 water-methanol mixture are hydrogenated, over the catalyst prepared as described in Example 1(a), at 130° C. and 30 bar, with a throughput of 0.42 part of 1-hydroxymethyl-hexahydrobenzaldehyde per liter of catalyst per hour. The conversion is 99 percent. The hydrogenated material is fractionated through a packed column. After first runnings... Run in CO (methanol). The product is C(C1CCCCC1)O (hexahydrobenzyl alcohol), OCC1(C=O)CCCCC1 (1-hydroxymethyl-hexahydrobenzaldehyde), OCC1(CCCCC1)CO (1,1-di-hydroxymethylcyclohexane). Starting materials: OCC1(C=O)CCCCC1 (1-hydroxymethyl-hexahydrobenzaldehyde), O (water), OCC1(C=O)CCCCC1 (1-hydroxymethyl-hexahydro-benzaldehyde), O.CO (water methanol). The reactants are NC1=NC=CC(=C1[N+](=O)[O-])C (2-amino-4-methyl-3nitropyridine), [H][H] (hydrogen). The reagents and catalysts are [C].[Pd] (palladium carbon). Solvent: C(C)O (ethanol). The product is NC1=NC=CC(=C1N)C (2,3-Diamino-4-methylpyridine). As a reaction SMILES: [NH2:1][C:2]1[C:7]([N+:8]([O-])=O)=[C:6]([CH3:11])[CH:5]=[CH:4][N:3]=1.[H][H]>C(O)C.[C].[Pd]>[NH2:1][C:2]1[C:7]([NH2:8])=[C:6]([CH3:11])[CH:5]=[CH:4][N:3]=1 |f:3.4|. Procedure details: Commercially available 2-amino-4-methyl-3nitropyridine (10.0 g, 65.3 mmol) was suspended in ethanol (450 mL) and the flask was filled with argon. 10% palladium carbon (13.9 g, 50% water-containing) was added to the mixture and stirred at room temperature overnight under the flow of hydrogen. Solids were filtered through Celite and this was washed with ethanol. The filtrate was concentrated under reduced pressure to obtain Compound P12 (7.81 g, 63.3 mmol, 97%). Starting materials: ClCCCl, CN(C)c1ccccn1, ClCCl, Nc1ccc(-n2nc(C(F)(F)F)cc2C(F)(F)F)cc1, O=C(O)C1CCCCC1. Yields the product O=C(Nc1ccc(-n2nc(C(F)(F)F)cc2C(F)(F)F)cc1)C1CCCCC1. As a reaction SMILES: [CH2:10]([Cl:11])[CH2:12][Cl:13].[CH3:34][N:35]([c:36]1[cH:37][cH:38][cH:39][cH:40][n:41]1)[CH3:42].[Cl:43][CH2:44][Cl:45].[NH2:14][c:15]1[cH:16][cH:17][c:18](-[n:21]2[n:22][c:23]([C:30]([F:31])([F:32])[F:33])[cH:24][c:25]2[C:26]([F:27])([F:28])[F:29])[cH:19][cH:20]1.[OH:1][C:2](=[O:3])[CH:4]1[CH2:5][CH2:6][CH2:7][CH2:8][CH2:9]1>>[C:2](=[O:3])([CH:4]1[CH2:5][CH2:6][CH2:7][CH2:8][CH2:9]1)[NH:14][c:15]1[cH:16][cH:17][c:18](-[n:21]2[n:22][c:23]([C:30]([F:31])([F:32])[F:33])[cH:24][c:25]2[C:26]([F:27])([F:28])[F:29])[cH:19][cH:20]1. Reactants: OC=C1C(NC2=CC(=CC=C12)C(=O)C=1C=C(C=CC1)NC(=O)C=1N(N=C(C1)C)C)=O (2,5-Dimethyl-2H-pyrazole-3-carboxylic acid [3-(3-hydroxymethylene-2-oxo-2,3-dihydro-1H-indole-6-carbonyl)-phenyl]-amide), NC1=CC=C(C=C1)N1CCOCC1 (N-(4-aminophenyl)morpholine). The yield is 58.0%. Run in C1CCOC1 (THF). Reaction conditions: temperature 65 celsius, time 24 hour. Procedure: A small screw cap test tube was charged with 2,5-Dimethyl-2H-pyrazole-3-carboxylic acid [3-(3-hydroxymethylene-2-oxo-2,3-dihydro-1H-indole-6-carbonyl)-phenyl]-amide (as prepared in Example 60, 120 mg, 0.298 mmol) and THF (2 mL). To the resulting solution was added N-(4-aminophenyl)morpholine (64 mg, 0.3591 mmol), and the mixture was stirred for 24 h at 65° C. Subsequently, the reaction mixture was cooled to room temperature and concentrated in vacuo. The solid residue was recrystallized with ˜5 ... RXN SMILES: O[CH:2]=[C:3]1[C:11]2[C:6](=[CH:7][C:8]([C:12]([C:14]3[CH:15]=[C:16]([NH:20][C:21]([C:23]4[N:24]([CH3:29])[N:25]=[C:26]([CH3:28])[CH:27]=4)=[O:22])[CH:17]=[CH:18][CH:19]=3)=[O:13])=[CH:9][CH:10]=2)[NH:5][C:4]1=[O:30].[NH2:31][C:32]1[CH:37]=[CH:36][C:35]([N:38]2[CH2:43][CH2:42][O:41][CH2:40][CH2:39]2)=[CH:34][CH:33]=1>C1COCC1>[N:38]1([C:35]2[CH:34]=[CH:33][C:32]([NH:31][CH:2]=[C:3]3[C:11]4[C:6](=[CH:7][C:8]([C:12]([C:14]5[CH:15]=[C:16]([NH:20][C:21]([C:23]6[N:24]([CH3:29])[N:25]=[C:26]([CH3:28])[CH:27]=6)=[O:22])[CH:17]=[CH:18][CH:19]=5)=[O:13])=[CH:9][CH:10]=4)[NH:5][C:4]3=[O:30])=[CH:37][CH:36]=2)[CH2:39][CH2:40][O:41][CH2:42][CH2:43]1. Yields the product N1(CCOCC1)C1=CC=C(C=C1)NC=C1C(NC2=CC(=CC=C12)C(=O)C=1C=C(C=CC1)NC(=O)C=1N(N=C(C1)C)C)=O (2,5-Dimethyl-2H-pyrazole-3-carboxylic acid (3-{3-[(4-morpholin-4-yl-phenylamino)-methylene]-2-oxo-2,3-dihydro-1H-indole-6-carbonyl}-phenyl)-amide).